describe an organic reaction: reactants, conditions, products, and yield From a dataset of the Open Reaction Database (ORD), a public repository of structured organic reaction records. Yields the product CCCCCCCOc1ccc2cc(C=O)cnc2c1. The reactants are CCCCCCCBr, [K+], [K+], O=C([O-])[O-], CN(C)C=O, O, O=Cc1cnc2cc(O)ccc2c1. RXN SMILES: [Br:14][CH2:15][CH2:16][CH2:17][CH2:18][CH2:19][CH2:20][CH3:21].[K+:22].[K+:23].[O-:24][C:25]([O-:26])=[O:27].[O:29]=[CH:30][N:31]([CH3:32])[CH3:33].[OH2:28].[OH:1][c:2]1[cH:3][cH:4][c:5]2[cH:6][c:7]([CH:12]=[O:13])[cH:8][n:9][c:10]2[cH:11]1>>[O:1]([c:2]1[cH:3][cH:4][c:5]2[cH:6][c:7]([CH:12]=[O:13])[cH:8][n:9][c:10]2[cH:11]1)[CH2:15][CH2:16][CH2:17][CH2:18][CH2:19][CH2:20][CH3:21]. The reactants are CCCc1ccc(N)cc1, CC(=O)O, [N-]=C=O, [Na+], O. Yields the product CCCc1ccc(NC(N)=O)cc1. RXN SMILES: [CH2:1]([CH2:2][CH3:3])[c:4]1[cH:5][cH:6][c:7]([NH2:8])[cH:9][cH:10]1.[CH3:16][C:17](=[O:18])[OH:19].[N-:12]=[C:13]=[O:14].[Na+:15].[OH2:11]>>[CH2:1]([CH2:2][CH3:3])[c:4]1[cH:5][cH:6][c:7]([NH:8][C:13]([NH2:12])=[O:14])[cH:9][cH:10]1. Reactants: O=S(=O)(O)c1ccccc1-c1ccc(Br)cc1, Cc1ccccc1, CN(C)C=O, O=S(Cl)Cl. Product: Brc1ccc(-c2ccccc2)cc1, O=S(=O)(Cl)Cl. As a reaction SMILES: [Br:1][c:2]1[cH:3][cH:4][c:5](-[c:8]2[c:9]([S:14](=[O:15])([OH:16])=[O:17])[cH:10][cH:11][cH:12][cH:13]2)[cH:6][cH:7]1.[CH3:23][c:24]1[cH:25][cH:26][cH:27][cH:28][cH:29]1.[O:18]=[CH:19][N:20]([CH3:21])[CH3:22].[S:30](=[O:31])([Cl:32])[Cl:33]>>[Br:1][c:2]1[cH:3][cH:4][c:5](-[c:8]2[cH:9][cH:10][cH:11][cH:12][cH:13]2)[cH:6][cH:7]1.[O:15]=[S:30](=[O:31])([Cl:32])[Cl:33]. The reactants are NC1=CC=C2C=CC(=CC2=C1)S(=O)(=O)NC=1C=CC(=C(C(=O)OC)C1)Cl (methyl 5-{[(7-amino(2-naphthyl))sulfonyl]amino}-2-chlorobenzoate), C(=S)(N1C=NC=C1)N1C=NC=C1 (1,1′-thiocarbonyldiimidazole), C1CCOC1 (THF). The solvent is C(C)(=O)OCC (ethyl acetate). Conditions: time 1.5 hour. The product is ClC1=C(C(=O)OC)C=C(C=C1)NS(=O)(=O)C1=CC2=CC(=CC=C2C=C1)N=C=S (methyl 2-chloro-5-{[(7-isothiocyanato(2-naphthyl))sulfonyl]amino}benzoate). Yield: 95.8%. As a reaction SMILES: [NH2:1][C:2]1[CH:11]=[C:10]2[C:5]([CH:6]=[CH:7][C:8]([S:12]([NH:15][C:16]3[CH:17]=[CH:18][C:19]([Cl:26])=[C:20]([CH:25]=3)[C:21]([O:23][CH3:24])=[O:22])(=[O:14])=[O:13])=[CH:9]2)=[CH:4][CH:3]=1.[C:27](N1C=CN=C1)(N1C=CN=C1)=[S:28].C1COCC1>C(OCC)(=O)C>[Cl:26][C:19]1[CH:18]=[CH:17][C:16]([NH:15][S:12]([C:8]2[CH:7]=[CH:6][C:5]3[C:10](=[CH:11][C:2]([N:1]=[C:27]=[S:28])=[CH:3][CH:4]=3)[CH:9]=2)(=[O:14])=[O:13])=[CH:25][C:20]=1[C:21]([O:23][CH3:24])=[O:22]. Procedure details: To 4.5 g (11.5 mmol) of compound 134 and 9.01 g (50.6 mmol) of 1,1′-thiocarbonyldiimidazole was added 50 mL of THF. The solution was allowed to stir at ambient temperature for 1.5 hours. Then, the reaction was poured into 300 mL of ethyl acetate and extracted with 1N HCl, water, and brine. The organic layer was dried (MgSO4), filtered, and the volatiles removed by rotary evaporation to yield 4.77 g of compound 135. The reactants are BrC=1C=CC(=NC1)N(C)C (5-bromo-2-dimethylaminopyridine), [Mg] (magnesium), BrC=1SC=CC1 (2-bromothiophene), BrC=1SC=CC1 (2-bromothiophene), O (water). Run in C1CCOC1 (THF), C1CCOC1 (THF). Reaction conditions: time 3 hour. Yields the product S1C(=CC=C1)C=1C=CC(=NC1)N(C)C (5-(2-thienyl)-2-dimethylaminopyridine). Yield: 29.5%. As a reaction SMILES: [Mg].Br[C:3]1[S:4][CH:5]=[CH:6][CH:7]=1.Br[C:9]1[CH:10]=[CH:11][C:12]([N:15]([CH3:17])[CH3:16])=[N:13][CH:14]=1.O>C1COCC1>[S:4]1[CH:5]=[CH:6][CH:7]=[C:3]1[C:9]1[CH:10]=[CH:11][C:12]([N:15]([CH3:17])[CH3:16])=[N:13][CH:14]=1. Reported procedure: To a suspension of magnesium (0.119 g, 4.97 mmol) in THF (3 mL) was added 2-bromothiophene (0.811 g, 4.97 mmol) and the reaction mixture was stirred for 3 h. Another equivalent of 2-bromothiophene (0.811 g, 4.97 mmol) was added and the reaction mixture was heated at the reflux temperature for 2 h, then allowed to cool to room temperature. The resulting mixture was added to a solution of 5-bromo-2-dimethylaminopyridine (1.0 g, 4.97 mmol) in THF (12 mL) and the reaction was heated at the reflux te... The reactants are COCCOC, CC(C)(C)[O-], CCO, [K+], O=C1CN2CCC1CC2, Cc1ccc(S(=O)(=O)CN=C=O)cc1. The product is N#CC1CN2CCC1CC2. As a reaction SMILES: [CH2:7]([CH2:8][O:9][CH3:10])[O:11][CH3:12].[CH3:1][C:2]([CH3:3])([O-:4])[CH3:5].[CH3:36][CH2:37][OH:38].[K+:6].[N:13]12[CH2:14][C:15](=[O:21])[CH:16]([CH2:17][CH2:18]1)[CH2:19][CH2:20]2.[S:22]([c:25]1[cH:26][cH:27][c:28]([CH3:29])[cH:30][cH:31]1)([CH2:32][N:33]=[C:23]=[O:24])(=[O:34])=[O:35]>>[N:13]12[CH2:14][CH:15]([C:32]#[N:33])[CH:16]([CH2:17][CH2:18]1)[CH2:19][CH2:20]2. The reactants are CNC, ClCc1ccc2[nH]nnc2c1. Yields the product CN(C)Cc1ccc2[nH]nnc2c1. RXN SMILES: [CH3:12][NH:13][CH3:14].[Cl:1][CH2:2][c:3]1[cH:4][c:5]2[c:6]([nH:7][n:8][n:9]2)[cH:10][cH:11]1>>[CH2:2]([c:3]1[cH:4][c:5]2[c:6]([nH:7][n:8][n:9]2)[cH:10][cH:11]1)[N:13]([CH3:12])[CH3:14].